Dataset: the Open Reaction Database (ORD), a public repository of structured organic reaction records. Task: describe an organic reaction: reactants, conditions, products, and yield Reactants: [Br-], Cc1ccc(Br)cc1, O=C([O-])[O-], CC(=O)[O-], CC(=O)[O-], CCCC[NH3+], CCOCC, COc1ccccc1B(O)O, [Na+], [Na+], O, [Pd+2]. Product: COc1ccccc1-c1ccc(C)cc1. As a reaction SMILES: [Br-:20].[Br:1][c:2]1[cH:3][cH:4][c:5]([CH3:8])[cH:6][cH:7]1.[C:26](=[O:27])([O-:28])[O-:29].[C:32]([O-:33])(=[O:34])[CH3:35].[C:36]([O-:37])(=[O:38])[CH3:39].[CH2:21]([NH3+:22])[CH2:23][CH2:24][CH3:25].[CH3:41][CH2:42][O:43][CH2:44][CH3:45].[CH3:9][O:10][c:11]1[c:12]([B:17]([OH:18])[OH:19])[cH:13][cH:14][cH:15][cH:16]1.[Na+:30].[Na+:31].[OH2:46].[Pd+2:40]>>[c:2]1(-[c:12]2[c:11]([O:10][CH3:9])[cH:16][cH:15][cH:14][cH:13]2)[cH:3][cH:4][c:5]([CH3:8])[cH:6][cH:7]1.